Dataset: the Open Reaction Database (ORD), a public repository of structured organic reaction records. Task: describe an organic reaction: reactants, conditions, products, and yield Starting materials: N#Cc1cncc(Br)c1, CC(C)(C)[O-], CC(C)(C)OC(=O)N1CC2CCNC2C1, [Na+], O=C(C=Cc1ccccc1)C=Cc1ccccc1, O=C(C=Cc1ccccc1)C=Cc1ccccc1, O=C(C=Cc1ccccc1)C=Cc1ccccc1, [Pd], [Pd], c1ccc(P(c2ccccc2)c2ccc3ccccc3c2-c2c(P(c3ccccc3)c3ccccc3)ccc3ccccc23)cc1. Yields the product CC(C)(C)OC(=O)N1CC2CCN(c3cncc(C#N)c3)C2C1. Reaction SMILES: [Br:62][c:63]1[cH:64][n:65][cH:66][c:67]([C:69]#[N:70])[cH:68]1.[CH3:71][C:72]([CH3:73])([O-:74])[CH3:75].[NH:1]1[CH:2]2[CH:3]([CH2:4][CH2:5]1)[CH2:6][N:7]([C:9](=[O:10])[O:11][C:12]([CH3:13])([CH3:14])[CH3:15])[CH2:8]2.[Na+:76].[O:115]=[C:116]([CH:117]=[CH:118][c:119]1[cH:120][cH:121][cH:122][cH:123][cH:124]1)[CH:125]=[CH:126][c:127]1[cH:128][cH:129][cH:130][cH:131][cH:132]1.[O:79]=[C:80]([CH:81]=[CH:82][c:83]1[cH:84][cH:85][cH:86][cH:87][cH:88]1)[CH:89]=[CH:90][c:91]1[cH:92][cH:93][cH:94][cH:95][cH:96]1.[O:97]=[C:98]([CH:99]=[CH:100][c:101]1[cH:102][cH:103][cH:104][cH:105][cH:106]1)[CH:107]=[CH:108][c:109]1[cH:110][cH:111][cH:112][cH:113][cH:114]1.[Pd:77].[Pd:78].[cH:16]1[cH:17][cH:18][c:19]([P:20]([c:21]2[cH:22][cH:23][c:24]3[c:25]([cH:26][cH:27][cH:28][cH:29]3)[c:30]2-[c:31]2[c:32]3[c:33]([cH:34][cH:35][cH:36][cH:37]3)[cH:38][cH:39][c:40]2[P:41]([c:42]2[cH:43][cH:44][cH:45][cH:46][cH:47]2)[c:48]2[cH:49][cH:50][cH:51][cH:52][cH:53]2)[c:54]2[cH:55][cH:56][cH:57][cH:58][cH:59]2)[cH:60][cH:61]1>>[N:1]1([c:63]2[cH:64][n:65][cH:66][c:67]([C:69]#[N:70])[cH:68]2)[CH:2]2[CH:3]([CH2:4][CH2:5]1)[CH2:6][N:7]([C:9](=[O:10])[O:11][C:12]([CH3:13])([CH3:14])[CH3:15])[CH2:8]2. As a reaction SMILES: [Br:1][c:2]1[c:3]([NH:11][C:12]([O:13][C:14]([CH3:15])([CH3:16])[CH3:17])=[O:18])[n:4][n:5]2[c:6]1[n:7][cH:8][cH:9][cH:10]2.[CH:19]1([CH:25]=[CH:26][B:27]([OH:28])[OH:29])[CH2:20][CH2:21][CH2:22][CH2:23][CH2:24]1>>[c:2]1([CH:26]=[CH:25][CH:19]2[CH2:20][CH2:21][CH2:22][CH2:23][CH2:24]2)[c:3]([NH:11][C:12]([O:13][C:14]([CH3:15])([CH3:16])[CH3:17])=[O:18])[n:4][n:5]2[c:6]1[n:7][cH:8][cH:9][cH:10]2. Product: CC(C)(C)OC(=O)Nc1nn2cccnc2c1C=CC1CCCCC1. Reactants: CC(C)(C)OC(=O)Nc1nn2cccnc2c1Br, OB(O)C=CC1CCCCC1. The reactants are C1(=CC=CC=C1)P(C1=CC=CC=C1)C1=CC=CC=C1 (triphenylphosphine), BrN1C(CCC1=O)=O (N-bromosuccinimide), C(C1=CC=CC=C1)(=O)OOC(C1=CC=CC=C1)=O (benzoyl peroxide), CC1=C(C=CC=C1C)OC (2,3-dimethylanisole). Solvent: C(Cl)(Cl)(Cl)Cl (carbon tetrachloride), C1=CC=CC=C1 (benzene). The product is [Br-].COC1=C(C[P+](C2=CC=CC=C2)(C2=CC=CC=C2)C2=CC=CC=C2)C(=CC=C1)C ((2-methoxy-6-methylbenzyl)(triphenyl)phosphonium bromide). Isolated yield 61.5%. As a reaction SMILES: [Br:1]N1C(=O)CCC1=O.C(OOC(=O)C1C=CC=CC=1)(=O)C1C=CC=CC=1.[CH3:27][C:28]1[C:33]([CH3:34])=[CH:32][CH:31]=[CH:30][C:29]=1[O:35][CH3:36].[C:37]1([P:43]([C:50]2[CH:55]=[CH:54][CH:53]=[CH:52][CH:51]=2)[C:44]2[CH:49]=[CH:48][CH:47]=[CH:46][CH:45]=2)[CH:42]=[CH:41][CH:40]=[CH:39][CH:38]=1>C(Cl)(Cl)(Cl)Cl.C1C=CC=CC=1>[Br-:1].[CH3:36][O:35][C:29]1[CH:30]=[CH:31][CH:32]=[C:33]([CH3:34])[C:28]=1[CH2:27][P+:43]([C:44]1[CH:45]=[CH:46][CH:47]=[CH:48][CH:49]=1)([C:50]1[CH:55]=[CH:54][CH:53]=[CH:52][CH:51]=1)[C:37]1[CH:38]=[CH:39][CH:40]=[CH:41][CH:42]=1 |f:6.7|. Procedure: After 4.34 g of N-bromosuccinimide and 0.54 g of benzoyl peroxide were added to a solution of 3.03 g of 2,3-dimethylanisole in 70 ml of carbon tetrachloride, the mixture was heated under reflux for 30 minutes. After cooling, insoluble solid in the reaction mixture were filtered off and the filtrate was concentrated under reduced pressure to give an oil. The obtained oil was dissolved in 50 ml of benzene, and 5.82 g of triphenylphosphine was added to the solution. The mixture was heated under ref... Reactants: ClC1=CC=C(OC(C)C2CN(C2)C(=O)OC(C)(C)C)C=C1 (tert-butyl 3-(1-(4-chlorophenoxy)ethyl)azetidine-1-carboxylate), C(=O)(C(F)(F)F)O (TFA). Solvent: C(Cl)Cl (CH2Cl2). Conditions: time 72 hour. The product is ClC1=CC=C(OC(C)C2CNC2)C=C1 (3-(1-(4-chlorophenoxy)ethyl)azetidine). The yield is 59.9%. As a reaction SMILES: [Cl:1][C:2]1[CH:21]=[CH:20][C:5]([O:6][CH:7]([CH:9]2[CH2:12][N:11](C(OC(C)(C)C)=O)[CH2:10]2)[CH3:8])=[CH:4][CH:3]=1.C(O)(C(F)(F)F)=O>C(Cl)Cl>[Cl:1][C:2]1[CH:3]=[CH:4][C:5]([O:6][CH:7]([CH:9]2[CH2:10][NH:11][CH2:12]2)[CH3:8])=[CH:20][CH:21]=1. Procedure: To a flask charged with tert-butyl 3-(1-(4-chlorophenoxy)ethyl)azetidine-1-carboxylate (140 mg, 0.449 mmol) was added CH2Cl2 (1796 μL) followed by TFA (242 μL, 3.14 mmol). The reaction mixture was stirred at RT for 72 h. The yellow solution was dried under reduced pressure and purified with a 2 g SCX-2 column loading and washing with MeOH, then washing with 2M NH3 in MeOH to afford 3-(1-(4-chlorophenoxy)ethyl)azetidine (57 mg, 0.269 mmol, 60.0% yield, about 10% impurity present) as a light pink ... Starting materials: ClC1=C2C3=C(C(NC2=NC=C1)=O)C=CC=C3 (1-Chloro-5H-benzo[c][1,8]naphthyridin-6-one), FC1=C(N)C=CC=C1 (2-fluoroaniline). The product is FC1=C(C=CC=C1)NC1=C2C3=C(C(NC2=NC=C1)=O)C=CC=C3 (1-(2-Fluoro-phenylamino)-5H-benzo[c][1,8]naphthyridin-6-one). Isolated yield 74.6%. As a reaction SMILES: Cl[C:2]1[CH:11]=[CH:10][N:9]=[C:8]2[C:3]=1[C:4]1[CH:16]=[CH:15][CH:14]=[CH:13][C:5]=1[C:6](=[O:12])[NH:7]2.[F:17][C:18]1[CH:24]=[CH:23][CH:22]=[CH:21][C:19]=1[NH2:20]>>[F:17][C:18]1[CH:24]=[CH:23][CH:22]=[CH:21][C:19]=1[NH:20][C:2]1[CH:11]=[CH:10][N:9]=[C:8]2[C:3]=1[C:4]1[CH:16]=[CH:15][CH:14]=[CH:13][C:5]=1[C:6](=[O:12])[NH:7]2. Procedure: The title compound was synthesized according to the procedure described for the preparation of Example 188 using Compound 83 (100 mg, 0.43 mmol) and 2-fluoroaniline (96 mg, 0.87 mmol) to provide 189 (98 mg, 74% yield) as a white solid. LC-MS (M+H=306, obsd.=306). The reactants are COC1=CC=C(CN(C2=NC=C(C=N2)C=2C3=C(N=C(N2)N2CCOCC2)NCC3)CC3=CC=C(C=C3)OC)C=C1 (bis-(4-methoxy-benzyl)-[5-(2-morpholin-4-yl-6,7-dihydro-5H-pyrrolo[2,3-d]pyrimidin-4-yl)-pyrimidin-2-yl]-amine), BrC=1C=C(C=CC1C)C(=O)N1CCOCC1 ((3-bromo-4-methyl-phenyl)-morpholin-4-yl-methanone), COC=1C=CC=C(C1C=2C=CC=CC2P(C3CCCCC3)C4CCCCC4)OC (S-Phos), P(=O)([O-])([O-])[O-].[K+].[K+].[K+] (potassium phosphate), [Cl-].[NH4+] (ammonium chloride). Reagents/catalysts: C=1C=CC(=CC1)/C=C/C(=O)/C=C/C2=CC=CC=C2.C=1C=CC(=CC1)/C=C/C(=O)/C=C/C2=CC=CC=C2.C=1C=CC(=CC1)/C=C/C(=O)/C=C/C2=CC=CC=C2.[Pd].[Pd] (Pd2dba3). Run in CN(C=O)C (dimethylformamide). Conditions: temperature 100 celsius, time 4 hour. The product is COC1=CC=C(CN(C2=NC=C(C=N2)C=2C3=C(N=C(N2)N2CCOCC2)N(CC3)C=3C=C(C=CC3C)C(=O)N3CCOCC3)CC3=CC=C(C=C3)OC)C=C1 ([3-(4-{2-[bis-(4-methoxy-benzyl)-amino]-pyrimidin-5-yl}-2-morpholin-4-yl-5,6-dihydro-pyrrolo[2,3-d]pyrimidin-7-yl)-4-methyl-phenyl]-morpholin-4-yl-methanone), oil. The yield is 100.0%. Reaction SMILES: [CH3:1][O:2][C:3]1[CH:40]=[CH:39][C:6]([CH2:7][N:8]([CH2:30][C:31]2[CH:36]=[CH:35][C:34]([O:37][CH3:38])=[CH:33][CH:32]=2)[C:9]2[N:14]=[CH:13][C:12]([C:15]3[C:16]4[CH2:29][CH2:28][NH:27][C:17]=4[N:18]=[C:19]([N:21]4[CH2:26][CH2:25][O:24][CH2:23][CH2:22]4)[N:20]=3)=[CH:11][N:10]=2)=[CH:5][CH:4]=1.Br[C:42]1[CH:43]=[C:44]([C:49]([N:51]2[CH2:56][CH2:55][O:54][CH2:53][CH2:52]2)=[O:50])[CH:45]=[CH:46][C:47]=1[CH3:48].COC1C=CC=C(OC)C=1C1C=CC=CC=1P(C1CCCCC1)C1CCCCC1.P([O-])([O-])([O-])=O.[K+].[K+].[K+].[Cl-].[NH4+]>CN(C)C=O.C1C=CC(/C=C/C(/C=C/C2C=CC=CC=2)=O)=CC=1.C1C=CC(/C=C/C(/C=C/C2C=CC=CC=2)=O)=CC=1.C1C=CC(/C=C/C(/C=C/C2C=CC=CC=2)=O)=CC=1.[Pd].[Pd]>[CH3:38][O:37][C:34]1[CH:33]=[CH:32][C:31]([CH2:30][N:8]([CH2:7][C:6]2[CH:5]=[CH:4][C:3]([O:2][CH3:1])=[CH:40][CH:39]=2)[C:9]2[N:10]=[CH:11][C:12]([C:15]3[C:16]4[CH2:29][CH2:28][N:27]([C:42]5[CH:43]=[C:44]([C:49]([N:51]6[CH2:52][CH2:53][O:54][CH2:55][CH2:56]6)=[O:50])[CH:45]=[CH:46][C:47]=5[CH3:48])[C:17]=4[N:18]=[C:19]([N:21]4[CH2:26][CH2:25][O:24][CH2:23][CH2:22]4)[N:20]=3)=[CH:13][N:14]=2)=[CH:36][CH:35]=1 |f:3.4.5.6,7.8,10.11.12.13.14|. Procedure: A solution of bis-(4-methoxy-benzyl)-[5-(2-morpholin-4-yl-6,7-dihydro-5H-pyrrolo[2,3-d]pyrimidin-4-yl)-pyrimidin-2-yl]-amine (50 mg, 0.093 mmol), (3-bromo-4-methyl-phenyl)-morpholin-4-yl-methanone (68 mg, 0.232 mmol) obtained in Step A, Pd2dba3 (8.5 mg, 0.0093 mmol), S-Phos (7.6 mg, 0.0186 mmol) and potassium phosphate (39 mg, 0.186 mmol) in dimethylformamide (1 ml) was degassed under ultrasonic irradiation, followed by stirring at 100° C. for 4 hours. After the reaction mixture was cooled to ro... The reactants are COC([C@@H](N(C(=O)OC(C)(C)C)C(C1=CC(=C(C=C1)N)C)=O)CCSC)=O (N-BOC-4-amino-3-methylbenzoyl methionine methyl ester), C(Cl)Cl (CH2Cl2). The product is Cl.COC([C@@H](NC(C1=CC(=C(C=C1)N)C)=O)CCSC)=O (HCl 4-amino-3-methylbenzoyl methionine methyl ester). Yield: 96.6%. Reaction SMILES: [CH3:1][O:2][C:3](=[O:27])[C@H:4]([CH2:23][CH2:24][S:25][CH3:26])[N:5]([C:13](=[O:22])[C:14]1[CH:19]=[CH:18][C:17]([NH2:20])=[C:16]([CH3:21])[CH:15]=1)C(OC(C)(C)C)=O.C(Cl)[Cl:29]>>[ClH:29].[CH3:1][O:2][C:3](=[O:27])[C@H:4]([CH2:23][CH2:24][S:25][CH3:26])[NH:5][C:13](=[O:22])[C:14]1[CH:19]=[CH:18][C:17]([NH2:20])=[C:16]([CH3:21])[CH:15]=1 |f:2.3|. Procedure: N-BOC-4-amino-3-methylbenzoyl methionine methyl ester (0.99 g, 2.59 mmol) was dissolved in CH2Cl2 (15-20 ml) and precipitated with 3M HCl/Et2O (20.7 ml). 0.83 g (96.6%) of pale orange precipitate was obtained after drying overnight on the vacuum pump. mp 157°-159° C.; 1H NMR (CD3OD) 2.04 (3 H,s), 2.11-2.25 (1 H, m), 2.47 (3 H, s), 2.52-2.68 (3H. m), 3.74 (3 H, s), 4.75-4.80 (1 H, m), 7.48 (1 H, d, J=8.2 Hz), 7.81 (2 H, d, J=8.2 Hz), 7.87 (1 H, S); 13C NMR (CD3 0D) 15.23, 17.28, 31.43, 31.51, 52....